Dataset: the Open Reaction Database (ORD), a public repository of structured organic reaction records. Task: describe an organic reaction: reactants, conditions, products, and yield The product is C(#N)CNC(=O)C1C(CCCC1)NC(=O)C=1NC2=CC(=CC=C2C1)Cl (6-chloro-1H-indole-2-carboxylic acid [2-(cyanomethyl-carbamoyl)-cyclohexyl]-amide). Yield: 49.3%. The reactants are C(#N)CNC(=O)C1C(CCCC1)N (2-amino-cyclohexanecarboxylic acid cyanomethyl-amide), C=1C=CC2=C(C1)N=NN2O (HOBT), ClC1=CC=C2C=C(NC2=C1)C(=O)O (6-chloro-2-indolecarboxylic acid), CN1CCOCC1 (N-methylmorpholine), CCN=C=NCCCN(C)C (EDCI), Cl (HCl). Procedure details: To a solution of 2-amino-cyclohexanecarboxylic acid cyanomethyl-amide (6.4 g, 35.31 mmol) in DMF (70 ml), were added HOBT (5.25 g, 38.84 mmol), 6-chloro-2-indolecarboxylic acid (7.60 g, 38.84 mmol), N-methylmorpholine (19.4 ml, 176.45 mmol), and EDCI (7.45 g, 38.84 mmol) respectively at 0° C. The reaction was stirred at room temperature for 16 hours, then 1N HCl (500 ml) was added and the resulting cloudy solution was extracted with ethyl acetate (3×200 ml). The organic layer was filtered throug... As a reaction SMILES: [C:1]([CH2:3][NH:4][C:5]([CH:7]1[CH2:12][CH2:11][CH2:10][CH2:9][CH:8]1[NH2:13])=[O:6])#[N:2].C1C=CC2N(O)N=NC=2C=1.[Cl:24][C:25]1[CH:33]=[C:32]2[C:28]([CH:29]=[C:30]([C:34](O)=[O:35])[NH:31]2)=[CH:27][CH:26]=1.CN1CCOCC1.CCN=C=NCCCN(C)C.Cl>CN(C=O)C>[C:1]([CH2:3][NH:4][C:5]([CH:7]1[CH2:12][CH2:11][CH2:10][CH2:9][CH:8]1[NH:13][C:34]([C:30]1[NH:31][C:32]2[C:28]([CH:29]=1)=[CH:27][CH:26]=[C:25]([Cl:24])[CH:33]=2)=[O:35])=[O:6])#[N:2]. Solvent: CN(C)C=O (DMF). Conditions: time 16 hour. Starting materials: CCOCC, O=[N+]([O-])c1cnc2cc(-c3ccccc3)ccc2c1Cl, NCCOc1ccccc1, O. The product is O=[N+]([O-])c1cnc2cc(-c3ccccc3)ccc2c1NCCOc1ccccc1. RXN SMILES: [CH3:32][CH2:33][O:34][CH2:35][CH3:36].[Cl:1][c:2]1[c:3]([N+:18](=[O:19])[O-:20])[cH:4][n:5][c:6]2[cH:7][c:8](-[c:12]3[cH:13][cH:14][cH:15][cH:16][cH:17]3)[cH:9][cH:10][c:11]12.[O:21]([c:22]1[cH:23][cH:24][cH:25][cH:26][cH:27]1)[CH2:28][CH2:29][NH2:30].[OH2:31]>>[c:2]1([NH:30][CH2:29][CH2:28][O:21][c:22]2[cH:23][cH:24][cH:25][cH:26][cH:27]2)[c:3]([N+:18](=[O:19])[O-:20])[cH:4][n:5][c:6]2[cH:7][c:8](-[c:12]3[cH:13][cH:14][cH:15][cH:16][cH:17]3)[cH:9][cH:10][c:11]12. Starting materials: COC(=O)Cl, NC(C(=O)O)C1CCOCC1, [Na+], [Na+], O=C([O-])[O-], O. The product is COC(=O)NC(C(=O)O)C1CCOCC1. Reaction SMILES: [Cl:18][C:19](=[O:20])[O:21][CH3:22].[NH2:1][CH:2]([C:3](=[O:4])[OH:5])[CH:6]1[CH2:7][CH2:8][O:9][CH2:10][CH2:11]1.[Na+:12].[Na+:13].[O-:14][C:15](=[O:16])[O-:17].[OH2:23]>>[NH:1]([CH:2]([C:3](=[O:4])[OH:5])[CH:6]1[CH2:7][CH2:8][O:9][CH2:10][CH2:11]1)[C:19](=[O:20])[O:21][CH3:22].